Dataset: the Open Reaction Database (ORD), a public repository of structured organic reaction records. Task: describe an organic reaction: reactants, conditions, products, and yield Starting materials: FC1=CC=C(C=C1)C1=CC2=CC=C(C=C2C=C1)S(=O)(=O)C1=C(C=CC=C1)F (2-(4-fluorophenyl)-6-[(2-fluorophenyl)sulfonyl]naphthalene), N1C=NC=C1 (imidazole), C([O-])([O-])=O.[K+].[K+] (potassium carbonate), CS(=O)C (dimethyl sulfoxide). Solvent: O (water). Yields the product C(C)(=O)OCC.CCCC(C)C (ethyl acetate isohexane), FC1=CC=C(C=C1)C=1C=C2C=CC(=CC2=CC1)S(=O)(=O)C1=C(C=CC=C1)N1C=NC=C1 (1-(2-{[6-(4-fluorophenyl)-2-naphthyl]sulfonyl}phenyl)-1H-imidazole). The yield is 167.4%. Reaction SMILES: [F:1][C:2]1[CH:7]=[CH:6][C:5]([C:8]2[CH:17]=[CH:16][C:15]3[C:10](=[CH:11][CH:12]=[C:13]([S:18]([C:21]4[CH:26]=[CH:25][CH:24]=[CH:23][C:22]=4F)(=[O:20])=[O:19])[CH:14]=3)[CH:9]=2)=[CH:4][CH:3]=1.[NH:28]1[CH:32]=[CH:31][N:30]=[CH:29]1.[C:33](=[O:36])([O-])[O-:34].[K+].[K+].CS(C)=O>O>[C:33]([O:34][CH2:26][CH3:21])(=[O:36])[CH3:29].[CH3:2][CH2:3][CH2:4][CH:5]([CH3:8])[CH3:6].[F:1][C:2]1[CH:3]=[CH:4][C:5]([C:8]2[CH:9]=[C:10]3[C:15](=[CH:16][CH:17]=2)[CH:14]=[C:13]([S:18]([C:21]2[CH:26]=[CH:25][CH:24]=[CH:23][C:22]=2[N:28]2[CH:32]=[CH:31][N:30]=[CH:29]2)(=[O:19])=[O:20])[CH:12]=[CH:11]3)=[CH:6][CH:7]=1 |f:2.3.4,7.8|. Procedure: A mixture of 2-(4-fluorophenyl)-6-[(2-fluorophenyl)sulfonyl]naphthalene (110 mg, 0.29 mmol), imidazole (30 mg, 0.44 mmol), potassium carbonate (100 mg, 0.72 mmol) and dimethyl sulfoxide (1.5 mL) was reacted in a microwave at 150° C. for 20 minutes. The mixture was poured into water (100 mL) and extracted with ethyl acetate (2×50 mL). These extracts were washed with water and saturated brine then dried (MgSO4), filtered and solvent removed in vacuo. Purification by flash column chromatography elu... The reactants are C(=O)(OC(C)(C)C)N1CCC(CC1)CC1=NC=2NCCCC2C=C1 (N-Boc-4-(5,6,7,8-Tetrahydro-[1,8]naphthyridin-2-ylmethyl)-piperidine), Cl.O1CCOCC1 (HCl dioxane). Procedure: A solution of 3-4 (1.6 g, 4.8 mmol) and dioxane (24 mL) at 0oC was treated with 4M HCl/dioxane (6.0 mL) followed by removal of the cooling bath. After 5 hr the reaction mixture was concentrated to give 3-5 as a yellow solid. Solvent: O1CCOCC1 (dioxane). Reaction SMILES: C([N:8]1[CH2:13][CH2:12][CH:11]([CH2:14][C:15]2[CH:24]=[CH:23][C:22]3[CH2:21][CH2:20][CH2:19][NH:18][C:17]=3[N:16]=2)[CH2:10][CH2:9]1)(OC(C)(C)C)=O.Cl.O1CCOCC1>O1CCOCC1>[N:16]1[C:17]2[NH:18][CH2:19][CH2:20][CH2:21][C:22]=2[CH:23]=[CH:24][C:15]=1[CH2:14][CH:11]1[CH2:10][CH2:9][NH:8][CH2:13][CH2:12]1 |f:1.2|. Product: N1=C(C=CC=2CCCNC12)CC1CCNCC1 (4-(5,6,7,8-Tetrahydro-[1,8]naphthyridin-2-ylmethyl)piperidine). Reactants: C1(=CC=C(C=C1)S(=O)(=O)[O-])C.C(C)N1[CH2+](SC(C1=O)=C1SC2=C(N1C)C=CC=C2)SC (3-ethyl-5-(3-methyl-3H-benzothiazol-2-ylidene)-2-methylthio-4-oxo-2-thiazolium p-toluenesulfonate), NC=1C=C2C=CC=NC2=CC1 (6-aminoquinoline). Product: C(C)N1C(SC(C1=O)=C1SC2=C(N1C)C=CC=C2)=NC=2C=C1C=CC=NC1=CC2 (3-ethyl-5-(3-methyl-3H-benzothiazol-2-ylidene)-2-(quinolin-6-ylimino)-thiazolidin-4-one). As a reaction SMILES: C1(C)C=CC(S([O-])(=O)=O)=CC=1.[CH2:12]([N:14]1[C:18](=[O:19])[C:17](=[C:20]2[N:24]([CH3:25])[C:23]3[CH:26]=[CH:27][CH:28]=[CH:29][C:22]=3[S:21]2)[S:16][CH2+:15]1SC)[CH3:13].[NH2:32][C:33]1[CH:34]=[C:35]2[C:40](=[CH:41][CH:42]=1)[N:39]=[CH:38][CH:37]=[CH:36]2>>[CH2:12]([N:14]1[C:18](=[O:19])[C:17](=[C:20]2[N:24]([CH3:25])[C:23]3[CH:26]=[CH:27][CH:28]=[CH:29][C:22]=3[S:21]2)[S:16][C:15]1=[N:32][C:33]1[CH:34]=[C:35]2[C:40](=[CH:41][CH:42]=1)[N:39]=[CH:38][CH:37]=[CH:36]2)[CH3:13] |f:0.1|. Procedure details: The title compound was prepared from 3-ethyl-5-(3-methyl-3H-benzothiazol-2-ylidene)-2-methylthio-4-oxo-2-thiazolium p-toluenesulfonate and 6-aminoquinoline in a manner similar to that described in Example 1. 1H-NMR (CDCl3): δ 8.85 (1H, dd), 8.11 (1H, d), 8.10 (1H, d), 7.51 (1H, dd) 7.46 (1H, dd), 7.40 (1H, d), 7.38 (1H, dd), 7.32 (1H, m), 7.16 (1H, m), 7.01 (1H, d), 4.10 (2H, q), 3.70 (3H, s), 1.41 (3H, t); MS(ESI): 419 (MH+).